Dataset: the Open Reaction Database (ORD), a public repository of structured organic reaction records. Task: describe an organic reaction: reactants, conditions, products, and yield Starting materials: CCO, CCOC(=O)C1COc2cc(CC(C)NCC(O)c3cccc(Cl)c3)ccc2O1, Cl, O. Yields the product CC(Cc1ccc2c(c1)OCC(C(=O)O)O2)NCC(O)c1cccc(Cl)c1. Reaction SMILES: [CH3:32][CH2:33][OH:34].[Cl:1][c:2]1[cH:3][c:4]([CH:8]([CH2:9][NH:10][CH:11]([CH2:12][c:13]2[cH:14][c:15]3[c:16]([cH:26][cH:27]2)[O:17][CH:18]([C:21](=[O:22])[O:23][CH2:24][CH3:25])[CH2:19][O:20]3)[CH3:28])[OH:29])[cH:5][cH:6][cH:7]1.[ClH:31].[OH2:30]>>[Cl:1][c:2]1[cH:3][c:4]([CH:8]([CH2:9][NH:10][CH:11]([CH2:12][c:13]2[cH:14][c:15]3[c:16]([cH:26][cH:27]2)[O:17][CH:18]([C:21](=[O:22])[OH:23])[CH2:19][O:20]3)[CH3:28])[OH:29])[cH:5][cH:6][cH:7]1. Reactants: Cl.CS(=O)(=O)NC=1C=CC2=C(C(CC3(CCNCC3)O2)=O)C1 (3,4-dihydro-6-methanesulfonamido-spiro[(2H)-1-benzopyran-2,4'-piperidine]-4-one hydrochloride), C([O-])(O)=O.[Na+] (sodium bicarbonate), CS(=O)(=O)OCCC1=CC2=C(N=CS2)C=C1 (6-benzothiazolylethyl methanesulfonate), [I-].[K+] (potassium iodide). The solvent is C(C)#N (acetonitrile). The product is Cl.S1C=NC2=C1C=C(C=C2)CCN2CCC1(CC2)OC2=C(C(C1)=O)C=C(C=C2)NS(=O)(=O)C (1'-[2-(6-benzothiazolyl)ethyl]-3,4-dihydro-6-methanesulfonamidospiro[(2H)-1-benzopyran-2,4'-piperidine]4-one hydrochloride). Isolated yield 47.8%. As a reaction SMILES: [ClH:1].[CH3:2][S:3]([NH:6][C:7]1[CH:8]=[CH:9][C:10]2[O:20][C:14]3([CH2:19][CH2:18][NH:17][CH2:16][CH2:15]3)[CH2:13][C:12](=[O:21])[C:11]=2[CH:22]=1)(=[O:5])=[O:4].C(=O)(O)[O-].[Na+].CS(O[CH2:33][CH2:34][C:35]1[CH:43]=[CH:42][C:38]2[N:39]=[CH:40][S:41][C:37]=2[CH:36]=1)(=O)=O.[I-].[K+]>C(#N)C>[ClH:1].[S:41]1[C:37]2[CH:36]=[C:35]([CH2:34][CH2:33][N:17]3[CH2:16][CH2:15][C:14]4([CH2:13][C:12](=[O:21])[C:11]5[CH:22]=[C:7]([NH:6][S:3]([CH3:2])(=[O:4])=[O:5])[CH:8]=[CH:9][C:10]=5[O:20]4)[CH2:19][CH2:18]3)[CH:43]=[CH:42][C:38]=2[N:39]=[CH:40]1 |f:0.1,2.3,5.6,8.9|. Procedure details: In a manner similar to that described in Example 92, Step B a mixture of 3,4-dihydro-6-methanesulfonamido-spiro[(2H)-1-benzopyran-2,4'-piperidine]-4-one hydrochloride (0.146 g, 0.42 mmol), sodium bicarbonate (0.143 g, 1.70 mmol), 6-benzothiazolylethyl methanesulfonate (0.108 g, 0.42 mmol), potassium iodide (0.070 g, 0.42 mmol) and acetonitrile (5 mL) was heated at reflux for 6.5 hours. Purification and crystallization as the hydrochloride salt from ethanol gave 0.102 g (48%) of the title compoun... The reactants are BrCC(=O)O (bromoacetic acid), butyl ester, tert-butyl ester, alcohol, N1=CC=CC=C1 (Pyridine), ClC=1C=C(C=CC1Cl)S(=O)(=O)Cl (3,4-dichlorobenzenesulfonyl chloride), [H-].[Na+] (NaH), C(=O)(C(F)(F)F)O (TFA), C(C)OC(=O)C1NC2=CC=CC=C2CC1 (1,2,3,4-tetrahydroquinolin-2-carboxylic acid ethyl ester), [H-].[H-].[H-].[H-].[Li+].[Al+3] (LAH), sulfonamide, [O-]S(=O)(=O)[O-].[Na+].[Na+] (Na2SO4). The reagents and catalysts are CN(C)C=1C=CN=CC1 (DMAP). The solvent is C1CCOC1 (THF), C(Cl)Cl (CH2Cl2), C(Cl)Cl (CH2Cl2), C(Cl)Cl (CH2Cl2), C(Cl)Cl (CH2Cl2), C1CCOC1 (THF), C1CCOC1 (THF), C1CCOC1 (THF), C1CCOC1 (THF). Run at time 1 hour. Product: ClC=1C=C(C=CC1Cl)S(=O)(=O)N1C(CCC2=CC=CC=C12)COCC(=O)O (2-((1-(3,4-dichlorophenylsulfonyl)-1,2,3,4-tetrahydroquinolin-2-yl)-methoxy)acetic acid). Yield: 50.0%. As a reaction SMILES: C([O:3][C:4]([CH:6]1[CH2:15][CH2:14][C:13]2[C:8](=[CH:9][CH:10]=[CH:11][CH:12]=2)[NH:7]1)=O)C.[H-].[H-].[H-].[H-].[Li+].[Al+3].[O-]S([O-])(=O)=O.[Na+].[Na+].N1C=CC=CC=1.[Cl:35][C:36]1[CH:37]=[C:38]([S:43](Cl)(=[O:45])=[O:44])[CH:39]=[CH:40][C:41]=1[Cl:42].[H-].[Na+].Br[CH2:50][C:51]([OH:53])=[O:52].C(O)(C(F)(F)F)=O>C1COCC1.CN(C1C=CN=CC=1)C.C(Cl)Cl>[Cl:35][C:36]1[CH:37]=[C:38]([S:43]([N:7]2[C:8]3[C:13](=[CH:12][CH:11]=[CH:10][CH:9]=3)[CH2:14][CH2:15][CH:6]2[CH2:4][O:3][CH2:50][C:51]([OH:53])=[O:52])(=[O:45])=[O:44])[CH:39]=[CH:40][C:41]=1[Cl:42] |f:1.2.3.4.5.6,7.8.9,12.13|. Procedure: 1,2,3,4-tetrahydroquinolin-2-carboxylic acid ethyl ester (25 mmol) in THF (5 ml/mol) was added dropwise at 0° C. to a suspension of LAH (2 eq.) in THF (50 ml). The reaction mixture was stirred for 1 h at RT and then heated under reflux for 4 h. After addition of aqueous saturated Na2SO4 solution, filtration was carried out and the organic solvent was removed in vacuo. The product was purified by column chromatography (3:7 ethyl acetate/hexane). Yield: 50%. 2. Pyridine (5 eq.), DMAP (0.5 eq.) and... The reactants are COC(=O)c1cccc2cc(OC)ccc12, [O-][I+2]([O-])O, I, O=S(=O)(O)O. Yields the product COC(=O)c1cccc2c(I)c(OC)ccc12. RXN SMILES: [CH3:1][O:2][C:3](=[O:4])[c:5]1[cH:6][cH:7][cH:8][c:9]2[cH:10][c:11]([O:15][CH3:16])[cH:12][cH:13][c:14]12.[I+2:18]([OH:19])([O-:20])[O-:21].[I:17].[S:22](=[O:23])(=[O:24])([OH:25])[OH:26]>>[CH3:1][O:2][C:3](=[O:4])[c:5]1[cH:6][cH:7][cH:8][c:9]2[c:10]([I:18])[c:11]([O:15][CH3:16])[cH:12][cH:13][c:14]12.